From a dataset of the Open Reaction Database (ORD), a public repository of structured organic reaction records. describe an organic reaction: reactants, conditions, products, and yield The reactants are [Al+3], CCC(=O)Cl, [Cl-], [Cl-], [Cl-], CC(Cl)Cl, Cl, O, CSc1ccccc1. The product is CCC(=O)c1ccc(SC)cc1. As a reaction SMILES: [Al+3:15].[C:9]([CH2:10][CH3:11])(=[O:12])[Cl:13].[Cl-:14].[Cl-:16].[Cl-:17].[Cl:19][CH:20]([Cl:21])[CH3:22].[ClH:18].[OH2:23].[c:1]1([S:7][CH3:8])[cH:2][cH:3][cH:4][cH:5][cH:6]1>>[c:1]1([S:7][CH3:8])[cH:2][cH:3][c:4]([C:9]([CH2:10][CH3:11])=[O:12])[cH:5][cH:6]1.